This data is from the Open Reaction Database (ORD), a public repository of structured organic reaction records. The task is: describe an organic reaction: reactants, conditions, products, and yield Starting materials: Nc1ccccc1C1=CCCCCCC1, ClCCNCCCl, Clc1ccccc1Cl, Cl. The product is C1=C(c2ccccc2N2CCNCC2)CCCCCC1. RXN SMILES: [C:1]1([c:9]2[c:10]([NH2:15])[cH:11][cH:12][cH:13][cH:14]2)=[CH:2][CH2:3][CH2:4][CH2:5][CH2:6][CH2:7][CH2:8]1.[Cl:17][CH2:18][CH2:19][NH:20][CH2:21][CH2:22][Cl:23].[Cl:24][c:25]1[c:26]([Cl:27])[cH:28][cH:29][cH:30][cH:31]1.[ClH:16]>>[C:1]1([c:9]2[c:10]([N:15]3[CH2:18][CH2:19][NH:20][CH2:21][CH2:22]3)[cH:11][cH:12][cH:13][cH:14]2)=[CH:2][CH2:3][CH2:4][CH2:5][CH2:6][CH2:7][CH2:8]1. Starting materials: BrC1=CC=C(C=C1)C[C@H](CC(=O)OCC)NC(CCC(=O)OC(C)(C)C)=O ((R)-tert-butyl 4-(1-(4-bromophenyl)-4-ethoxy-4-oxobutan-2-ylamino)-4-oxobutanoate), intermediate 13, FC=1C=CC(=C(C1)B(O)O)OC (5-fluoro-2-methoxyphenylboronic acid), C(=O)([O-])[O-].[Na+].[Na+] (Na2CO3). Reagents/catalysts: C=1C=CC(=CC1)[P](C=2C=CC=CC2)(C=3C=CC=CC3)[Pd]([P](C=4C=CC=CC4)(C=5C=CC=CC5)C=6C=CC=CC6)([P](C=7C=CC=CC7)(C=8C=CC=CC8)C=9C=CC=CC9)[P](C=1C=CC=CC1)(C=1C=CC=CC1)C=1C=CC=CC1 (Pd(PPh3)4). Run in C1(=CC=CC=C1)C (toluene), CCO (EtOH). Run at temperature 95 celsius, time 18 hour. Product: C(C)OC(C[C@@H](CC1=CC=C(C=C1)C1=C(C=CC(=C1)F)OC)NC(CCC(=O)OC(C)(C)C)=O)=O ((R)-tert-butyl 4-(4-ethoxy-1-(5′-fluoro-2′-methoxybiphenyl-4-yl)-4-oxobutan-2-ylamino)-4-oxobutanoate). RXN SMILES: Br[C:2]1[CH:7]=[CH:6][C:5]([CH2:8][C@@H:9]([NH:16][C:17](=[O:27])[CH2:18][CH2:19][C:20]([O:22][C:23]([CH3:26])([CH3:25])[CH3:24])=[O:21])[CH2:10][C:11]([O:13][CH2:14][CH3:15])=[O:12])=[CH:4][CH:3]=1.[F:28][C:29]1[CH:30]=[CH:31][C:32]([O:38][CH3:39])=[C:33](B(O)O)[CH:34]=1.C([O-])([O-])=O.[Na+].[Na+]>C1(C)C=CC=CC=1.CCO.C1C=CC([P]([Pd]([P](C2C=CC=CC=2)(C2C=CC=CC=2)C2C=CC=CC=2)([P](C2C=CC=CC=2)(C2C=CC=CC=2)C2C=CC=CC=2)[P](C2C=CC=CC=2)(C2C=CC=CC=2)C2C=CC=CC=2)(C2C=CC=CC=2)C2C=CC=CC=2)=CC=1>[CH2:14]([O:13][C:11](=[O:12])[CH2:10][C@H:9]([NH:16][C:17](=[O:27])[CH2:18][CH2:19][C:20]([O:22][C:23]([CH3:26])([CH3:25])[CH3:24])=[O:21])[CH2:8][C:5]1[CH:6]=[CH:7][C:2]([C:31]2[CH:30]=[C:29]([F:28])[CH:34]=[CH:33][C:32]=2[O:38][CH3:39])=[CH:3][CH:4]=1)[CH3:15] |f:2.3.4,^1:59,61,80,99|. Procedure: To a solution of (R)-tert-butyl 4-(1-(4-bromophenyl)-4-ethoxy-4-oxobutan-2-ylamino)-4-oxobutanoate, intermediate 13, (100 mg, 0.23 mmol) and 5-fluoro-2-methoxyphenylboronic acid (57.6 mg, 0.34 mmol) in toluene (1 mL) and EtOH (0.1 mL) is added Pd(PPh3)4 (26.1 mg, 0.023 mmol) and Na2CO3 (47.9 mg, 0.45 mmol). After stirring at 95° C. under nitrogen for 18 hours, the solution is cooled to ambient temperature and then quenched with aqueous 1 M HCl. The crude is diluted with ethyl acetate, the organi... The reactants are C([O-])([O-])=O.[Na+].[Na+] (sodium carbonate), C(CC(=O)[O-])(=O)[O-] (malonate), [H-].[Na+] (sodium hydride), C(C)(=O)NC(C(=O)OCC)C(=O)OCC (diethyl acetamidomalonate), Cl.ClCC1=CN=C(N1)SCCC (5-chloromethyl-2-propylthio-1H-imidazole hydrochloride), C(C)(=O)NC(C(=O)OCC)C(=O)OCC.[Na] (sodium diethyl acetamidomalonate). The solvent is O (water), O (water), CN(C=O)C (dimethyl formamide), O (water), CN(C=O)C (dimethyl formamide), C(C)O (ethanol). Run at temperature 25 celsius, time 18 hour. The product is ClC1=C(C=CC=C1)CN1C(=NC=C1C[C@H](NC(C)=O)C(=O)O)SCCC (3-[(2-chlorophenyl)methyl]-2-propylthio-N-acetylhistidine). As a reaction SMILES: [ClH:1].Cl[CH2:3][C:4]1[NH:8][C:7]([S:9][CH2:10][CH2:11][CH3:12])=[N:6][CH:5]=1.[C:13]([NH:16][CH:17]([C:23]([O:25]CC)=[O:24])C(OCC)=O)(=[O:15])[CH3:14].[Na].[H-].[Na+].C(N[CH:35]([C:41](OCC)=O)[C:36](OCC)=O)(=O)C.[C:46]([O-])(=O)[CH2:47][C:48]([O-])=O.[C:53](=O)([O-])[O-].[Na+].[Na+]>CN(C)C=O.C(O)C.O>[Cl:1][C:53]1[CH:48]=[CH:47][CH:46]=[CH:41][C:35]=1[CH2:36][N:8]1[C:4]([CH2:3][C@@H:17]([C:23]([OH:25])=[O:24])[NH:16][C:13](=[O:15])[CH3:14])=[CH:5][N:6]=[C:7]1[S:9][CH2:10][CH2:11][CH3:12] |f:0.1,2.3,4.5,8.9.10,^1:27|. Reported procedure: Crude 1-(2-chlorophenyl)methyl)-5-chloromethyl-2-propylthio-1H-imidazole hydrochloride (0.3 g, 0.853 mmole) in dimethyl formamide (2 mL) was added to sodium diethyl acetamidomalonate (prepared by introducing sodium hydride (2.84 mmol) to a solution of diethyl acetamidomalonate (0.415 g, 1.91 mmol) in dimethyl formamide (3 mL)). The mixture was stirred under argon at 25° C. for 18 hours, poured into water and the product was extracted into methylene chloride. The water-washed organic extracts wer... Procedure details: The mixture of 6.5 g of 3-(3-chlorophenyl)-4-chloropyrol and 10.1 g of N-acetylimidazole was heated for one hour at 100°-110° C. After cooling, the reaction mixture was dissolved in a mixture of 200 ml of ether and 20 ml of water and the resulting ether solution was treated as in Example 4 to obtain 4.5 g of the desired product (colorless crystal, m.p. 88°-90° C.). Run in CCOCC (ether), CCOCC (ether), O (water). As a reaction SMILES: [Cl:1][C:2]1[CH:3]=[C:4]([C:8]2[C:12]([Cl:13])=[CH:11][NH:10][CH:9]=2)[CH:5]=[CH:6][CH:7]=1.[C:14](N1C=CN=C1)(=[O:16])[CH3:15]>CCOCC.O>[C:14]([N:10]1[CH:11]=[C:12]([Cl:13])[C:8]([C:4]2[CH:5]=[CH:6][CH:7]=[C:2]([Cl:1])[CH:3]=2)=[CH:9]1)(=[O:16])[CH3:15]. The reactants are ClC=1C=C(C=CC1)C1=CNC=C1Cl (3-(3-chlorophenyl)-4-chloropyrol), C(C)(=O)N1C=NC=C1 (N-acetylimidazole). Isolated yield 57.8%. Yields the product C(C)(=O)N1C=C(C(=C1)Cl)C1=CC(=CC=C1)Cl (1-acetyl-3-(3-chlorophenyl)-4-chloropyrol). Reactants: CN(C)C=O, C(=NC1CCCCC1)=NC1CCCCC1, N#CC(CCN1CCC(C(=O)O)(c2ccccc2)CC1)(c1ccccc1)c1ccccc1, O=C1c2ccccc2C(=O)N1O. The product is N#CC(CCN1CCC(C(=O)ON2C(=O)c3ccccc3C2=O)(c2ccccc2)CC1)(c1ccccc1)c1ccccc1. Reaction SMILES: [CH3:60][N:61]([CH3:62])[CH:63]=[O:64].[CH:45]1([N:46]=[C:47]=[N:48][CH:49]2[CH2:50][CH2:51][CH2:52][CH2:53][CH2:54]2)[CH2:55][CH2:56][CH2:57][CH2:58][CH2:59]1.[OH:1][C:2](=[O:3])[C:4]1([c:27]2[cH:28][cH:29][cH:30][cH:31][cH:32]2)[CH2:5][CH2:6][N:7]([CH2:10][CH2:11][C:12]([C:13]#[N:14])([c:15]2[cH:16][cH:17][cH:18][cH:19][cH:20]2)[c:21]2[cH:22][cH:23][cH:24][cH:25][cH:26]2)[CH2:8][CH2:9]1.[OH:33][N:34]1[C:35](=[O:44])[c:36]2[c:37]([cH:40][cH:41][cH:42][cH:43]2)[C:38]1=[O:39]>>[O:1]([C:2](=[O:3])[C:4]1([c:27]2[cH:28][cH:29][cH:30][cH:31][cH:32]2)[CH2:5][CH2:6][N:7]([CH2:10][CH2:11][C:12]([C:13]#[N:14])([c:15]2[cH:16][cH:17][cH:18][cH:19][cH:20]2)[c:21]2[cH:22][cH:23][cH:24][cH:25][cH:26]2)[CH2:8][CH2:9]1)[N:34]1[C:35](=[O:44])[c:36]2[c:37]([cH:40][cH:41][cH:42][cH:43]2)[C:38]1=[O:39]. The reactants are CCCCCCCCCCCCCC(=O)O, C#CCO, CN(C)C=O, O, O=S(Cl)Cl, c1ccncc1. The product is C#CCOC(=O)CCCCCCCCCCCCC. RXN SMILES: [C:1]([CH2:2][CH2:3][CH2:4][CH2:5][CH2:6][CH2:7][CH2:8][CH2:9][CH2:10][CH2:11][CH2:12][CH2:13][CH3:14])(=[O:15])[OH:16].[CH2:26]([C:27]#[CH:28])[OH:29].[CH3:21][N:22]([CH3:23])[CH:24]=[O:25].[OH2:36].[S:17]([Cl:18])([Cl:19])=[O:20].[cH:30]1[cH:31][cH:32][n:33][cH:34][cH:35]1>>[C:1]([CH2:2][CH2:3][CH2:4][CH2:5][CH2:6][CH2:7][CH2:8][CH2:9][CH2:10][CH2:11][CH2:12][CH2:13][CH3:14])(=[O:15])[O:16][CH2:28][C:27]#[CH:26]. Reactants: O (water), C([O-])([O-])=O.[K+].[K+] (potassium carbonate), FC(C=1C=C(CNCC=2C(=NC3=CC=CC=C3C2)N2CCN(CC2)CC2CCCCC2)C=C(C1)C(F)(F)F)(F)F ((3,5-bis-trifluoromethyl-benzyl)-[2-(4-cyclohexylmethyl-piperazin-1-yl)-quinolin-3-yl-methyl]-amine), ClC(=O)OCC (ethyl chloroformate). Run in C1CCOC1 (THF). Conditions: time 0.5 hour. Product: C(C)OC(N(CC=1C(=NC2=CC=CC=C2C1)N1CCN(CC1)CC1CCCCC1)CC1=CC(=CC(=C1)C(F)(F)F)C(F)(F)F)=O ((3,5-bis-trifluoromethyl-benzyl)-[2-(4-cyclohexylmethyl-piperazin-1-yl)-quinolin-3-ylmethyl]-carbamic acid ethyl ester). The yield is 80.9%. RXN SMILES: C(=O)([O-])[O-].[K+].[K+].[F:7][C:8]([F:46])([F:45])[C:9]1[CH:10]=[C:11]([CH:38]=[C:39]([C:41]([F:44])([F:43])[F:42])[CH:40]=1)[CH2:12][NH:13][CH2:14][C:15]1[C:16]([N:25]2[CH2:30][CH2:29][N:28]([CH2:31][CH:32]3[CH2:37][CH2:36][CH2:35][CH2:34][CH2:33]3)[CH2:27][CH2:26]2)=[N:17][C:18]2[C:23]([CH:24]=1)=[CH:22][CH:21]=[CH:20][CH:19]=2.Cl[C:48]([O:50][CH2:51][CH3:52])=[O:49].O>C1COCC1>[CH2:51]([O:50][C:48](=[O:49])[N:13]([CH2:12][C:11]1[CH:38]=[C:39]([C:41]([F:44])([F:42])[F:43])[CH:40]=[C:9]([C:8]([F:7])([F:45])[F:46])[CH:10]=1)[CH2:14][C:15]1[C:16]([N:25]2[CH2:30][CH2:29][N:28]([CH2:31][CH:32]3[CH2:33][CH2:34][CH2:35][CH2:36][CH2:37]3)[CH2:27][CH2:26]2)=[N:17][C:18]2[C:23]([CH:24]=1)=[CH:22][CH:21]=[CH:20][CH:19]=2)[CH3:52] |f:0.1.2|. Reported procedure: Anhydrous potassium carbonate (0.17 g, 1.23 mmol) was added to a solution of (3,5-bis-trifluoromethyl-benzyl)-[2-(4-cyclohexylmethyl-piperazin-1-yl)-quinolin-3-yl-methyl]-amine (0.23 g, 0.4 mmol) in anhydrous THF (5 mL). After stirring 0.5 h, ethyl chloroformate (0.06 mL, 0.6 mmol) was added slowly under a nitrogen atmosphere. After stirring at RT for overnight, water (25 mL) was added, and the mixture was extracted with ethyl acetate (3×25 mL). The combined organic phases were washed with brine... The reactants are ClCl (Chlorine), [OH-].[Na+] (sodium hydroxide), C(CCC)NC(OCC#C)=O (propargyl butylcarbamate), II (iodine). Solvent: O (water), CO (methanol), O (water). Reaction conditions: time 1 hour. Product: C(CCC)NC(OCC#CI)=O (3-iodo-2-propynyl N-butylcarbamate). Yield: 166.2%. RXN SMILES: [OH-].[Na+].[CH2:3]([NH:7][C:8](=[O:13])[O:9][CH2:10][C:11]#[CH:12])[CH2:4][CH2:5][CH3:6].[I:14]I.ClCl>CO.O>[CH2:3]([NH:7][C:8](=[O:13])[O:9][CH2:10][C:11]#[C:12][I:14])[CH2:4][CH2:5][CH3:6] |f:0.1|. Procedure details: At 8° C., 10.1 g of sodium hydroxide (0.244 mol) and 19.0 g of propargyl butylcarbamate (0.122 mol) are introduced as initial charge in 48 g of methanol and 50 g of water. At this temperature, 15.5 g of iodine (0.061 mol) are added in portions. Chlorine (5.6 g, 0.079 mol) is then slowly introduced into the reaction mixture so that the temperature still remains below 8° C. When the metered addition is complete, the mixture is stirred for 1 h at this temperature and then 105 g of water are added. ... The reactants are ClC=1C=CC(=C(CC2CNC(CN(C2=O)C(=O)NC(C(=O)NCC(=O)OC(C)(C)C)CC)=O)C1)OC (tert-butyl {[2-({[6-(5-chloro-2-methoxybenzyl)-3,7-dioxo-1,4-diazepan-1-yl]carbonyl}amino)butanoyl]amino}acetate), Cl.C(C)(C)(C)OC(CN)=O (glycine tert-butyl ester hydrochloride), CNC1=CC=CC=C1 (N-methylaniline). Yields the product ClC=1C=CC(=C(CC2CNC(CN(C2=O)C(=O)N[C@H](CC)C(=O)N(C2=CC=CC=C2)C)=O)C1)OC (6-(5-chloro-2-methoxybenzyl)-N-{(1R)-1-[(methylanilino)carbonyl]propyl}-3,7-dioxo-1,4-diazepan-1-carboxamide). As a reaction SMILES: [Cl:1][C:2]1[CH:3]=[CH:4][C:5]([O:35][CH3:36])=[C:6]([CH:34]=1)[CH2:7][CH:8]1[C:14](=[O:15])[N:13]([C:16]([NH:18][CH:19]([CH2:31][CH3:32])[C:20]([NH:22][CH2:23][C:24](OC(C)(C)C)=O)=[O:21])=[O:17])[CH2:12][C:11](=[O:33])[NH:10][CH2:9]1.Cl.[C:38](OC(=O)CN)(C)(C)C.CN[C:49]1[CH:54]=CC=[CH:51][CH:50]=1>>[Cl:1][C:2]1[CH:3]=[CH:4][C:5]([O:35][CH3:36])=[C:6]([CH:34]=1)[CH2:7][CH:8]1[C:14](=[O:15])[N:13]([C:16]([NH:18][C@@H:19]([C:20]([N:22]([CH3:38])[C:23]2[CH:51]=[CH:50][CH:49]=[CH:54][CH:24]=2)=[O:21])[CH2:31][CH3:32])=[O:17])[CH2:12][C:11](=[O:33])[NH:10][CH2:9]1 |f:1.2|. Procedure details: Instead of the starting material compound of Example 220, that is, glycine tert-butyl ester hydrochloride, N-methylaniline was used for the similar procedure as in Example 220 to obtain the title compound. Yield: 19.5%. Reported procedure: tert-Butyl 8-bromo-6-tosyl-3,4,5,6-tetrahydroazepino[4,3-b]indole-2(1H)-carboxylate (0.20 g, 0.39 mmol), 4-(6-(trifluoromethyl)pyridazin-3-yl)pyridin-2(1H)-one (0.10 g, 0.43 mmol), and Cs2CO3 (0.14 g, 0.43 mmol) were suspended in DMSO (2.3 mL), and the air was removed under vacuum for 15 min. The system was flushed with Ar, and 8-hydroxyquinoline (17 mg, 0.12 mmol) and copper iodide (95 mg, 0.50 mmol) were added to the suspension. The evacuation/Ar flushing process was repeated twice more, and t... Reaction conditions: temperature 130 celsius, time 30 minute. The reactants are OC=1C=CC=C2C=CC=NC12 (8-hydroxyquinoline), BrC=1C=CC=2C3=C(N(C2C1)S(=O)(=O)C1=CC=C(C)C=C1)CCCN(C3)C(=O)OC(C)(C)C (tert-Butyl 8-bromo-6-tosyl-3,4,5,6-tetrahydroazepino[4,3-b]indole-2(1H)-carboxylate), FC(C1=CC=C(N=N1)C1=CC(NC=C1)=O)(F)F (4-(6-(trifluoromethyl)pyridazin-3-yl)pyridin-2(1H)-one), C(=O)([O-])[O-].[Cs+].[Cs+] (Cs2CO3). The solvent is CS(=O)C (DMSO). The product is O=C1N(C=CC(=C1)C=1N=NC(=CC1)C(F)(F)F)C=1C=CC=2C3=C(NC2C1)CCCN(C3)C(=O)OC(C)(C)C (tert-butyl 8-(2-oxo-4-(6-(trifluoromethyl)pyridazin-3-yl)pyridin-1(2H)-yl)-3,4,5,6-tetrahydroazepino[4,3-b]indole-2(1H)-carboxylate). Reaction SMILES: Br[C:2]1[CH:3]=[CH:4][C:5]2[C:6]3[CH2:25][N:24]([C:26]([O:28][C:29]([CH3:32])([CH3:31])[CH3:30])=[O:27])[CH2:23][CH2:22][CH2:21][C:7]=3[N:8](S(C3C=CC(C)=CC=3)(=O)=O)[C:9]=2[CH:10]=1.[F:33][C:34]([F:49])([F:48])[C:35]1[N:40]=[N:39][C:38]([C:41]2[CH:46]=[CH:45][NH:44][C:43](=[O:47])[CH:42]=2)=[CH:37][CH:36]=1.C([O-])([O-])=O.[Cs+].[Cs+].OC1C=CC=C2C=1N=CC=C2>CS(C)=O.[Cu](I)I>[O:47]=[C:43]1[CH:42]=[C:41]([C:38]2[N:39]=[N:40][C:35]([C:34]([F:49])([F:48])[F:33])=[CH:36][CH:37]=2)[CH:46]=[CH:45][N:44]1[C:2]1[CH:3]=[CH:4][C:5]2[C:6]3[CH2:25][N:24]([C:26]([O:28][C:29]([CH3:32])([CH3:31])[CH3:30])=[O:27])[CH2:23][CH2:22][CH2:21][C:7]=3[NH:8][C:9]=2[CH:10]=1 |f:2.3.4|. The reagents and catalysts are [Cu](I)I (copper iodide).